From a dataset of the Open Reaction Database (ORD), a public repository of structured organic reaction records. describe an organic reaction: reactants, conditions, products, and yield Starting materials: CC(=O)OC1c2ccccc2Oc2ccccc21, Cc1ccccc1, NC1CCN(C2CCCCC2)CC1. Yields the product c1ccc2c(c1)Oc1ccccc1C2NC1CCN(C2CCCCC2)CC1. As a reaction SMILES: [C:14]([O:15][CH:18]1[c:19]2[cH:20][cH:21][cH:22][cH:23][c:24]2[O:25][c:26]2[cH:27][cH:28][cH:29][cH:30][c:31]21)(=[O:16])[CH3:17].[CH3:32][c:33]1[cH:34][cH:35][cH:36][cH:37][cH:38]1.[NH2:1][CH:2]1[CH2:3][CH2:4][N:5]([CH:8]2[CH2:9][CH2:10][CH2:11][CH2:12][CH2:13]2)[CH2:6][CH2:7]1>>[NH:1]([CH:2]1[CH2:3][CH2:4][N:5]([CH:8]2[CH2:9][CH2:10][CH2:11][CH2:12][CH2:13]2)[CH2:6][CH2:7]1)[CH:18]1[c:19]2[cH:20][cH:21][cH:22][cH:23][c:24]2[O:25][c:26]2[cH:27][cH:28][cH:29][cH:30][c:31]21. The reactants are CCOC(=O)c1ccc(CBr)cc1, CN(C)C=O, CCOC(C)=O, [H-], [H][H], [Na+], c1cc2[nH]cnc2cn1. Product: CCOC(=O)c1ccc(Cn2cnc3ccncc32)cc1. Reaction SMILES: [Br:14][CH2:15][c:16]1[cH:17][cH:18][c:19]([C:20](=[O:21])[O:22][CH2:23][CH3:24])[cH:25][cH:26]1.[CH3:27][N:28]([CH3:29])[CH:30]=[O:31].[CH3:32][CH2:33][O:34][C:35](=[O:36])[CH3:37].[H-:10].[H:12][H:13].[Na+:11].[nH:1]1[cH:2][n:3][c:4]2[cH:5][n:6][cH:7][cH:8][c:9]12>>[n:1]1[cH:2][n:3]([CH2:15][c:16]2[cH:17][cH:18][c:19]([C:20](=[O:21])[O:22][CH2:23][CH3:24])[cH:25][cH:26]2)[c:4]2[cH:5][n:6][cH:7][cH:8][c:9]12.